This data is from the Open Reaction Database (ORD), a public repository of structured organic reaction records. The task is: describe an organic reaction: reactants, conditions, products, and yield Product: CCN1CCN(CCc2ccc(I)cc2)CC1. RXN SMILES: [BH3:22].[CH2:1]([CH3:2])[N:3]1[CH2:4][CH2:5][N:6]([C:9]([CH2:10][c:11]2[cH:12][cH:13][c:14]([I:17])[cH:15][cH:16]2)=[O:18])[CH2:7][CH2:8]1.[CH3:19][S:20][CH3:21].[O:23]1[CH2:24][CH2:25][CH2:26][CH2:27]1>>[CH2:1]([CH3:2])[N:3]1[CH2:4][CH2:5][N:6]([CH2:9][CH2:10][c:11]2[cH:12][cH:13][c:14]([I:17])[cH:15][cH:16]2)[CH2:7][CH2:8]1. The reactants are B, CCN1CCN(C(=O)Cc2ccc(I)cc2)CC1, CSC, C1CCOC1. The reactants are COP(=O)(CC(=O)OC(C)(C)C)OC, CC1=CCC2CC(=O)C12, [H-], [Na+], C1CCOC1. Yields the product CC1=CCC2CC(=CC(=O)OC(C)(C)C)C12. Reaction SMILES: [CH3:12][O:13][P:14]([O:15][CH3:16])(=[O:17])[CH2:18][C:19](=[O:20])[O:21][C:22]([CH3:23])([CH3:24])[CH3:25].[CH3:1][C:2]1=[CH:3][CH2:4][CH:5]2[CH2:6][C:7](=[O:9])[CH:8]12.[H-:10].[Na+:11].[O:26]1[CH2:27][CH2:28][CH2:29][CH2:30]1>>[CH3:1][C:2]1=[CH:3][CH2:4][CH:5]2[CH2:6][C:7](=[CH:18][C:19](=[O:20])[O:21][C:22]([CH3:23])([CH3:24])[CH3:25])[CH:8]12. Reactants: OC1=CC=C(C=C1)NCC(=O)O (4-hydroxyphenylglycine), CCO (EtOH), Cl (HCl). Yields the product Cl.C(C)N(CC(=O)O)C1=CC=C(C=C1)O (Ethyl 4-hydroxyphenylglycine, hydrochloride). The yield is 70.0%. RXN SMILES: [OH:1][C:2]1[CH:7]=[CH:6][C:5]([NH:8][CH2:9][C:10]([OH:12])=[O:11])=[CH:4][CH:3]=1.[ClH:13].[CH3:14][CH2:15]O>>[ClH:13].[CH2:14]([N:8]([C:5]1[CH:6]=[CH:7][C:2]([OH:1])=[CH:3][CH:4]=1)[CH2:9][C:10]([OH:12])=[O:11])[CH3:15] |f:3.4|. Procedure details: To a suspension of 4-hydroxyphenylglycine (18.00 g, 0.11 mol) in EtOH (100 mL) was added 20% ethanolic HCl (30 mL). The mixture was heated at reflux for 14 h, then was allowed to cool and was concentrated under reduced pressure. The residue was partitioned between saturated aqueous NaHCO3 and EtOAc, and the organic extract was concentrated in vacuo to afford the title compound (15.00 g, 70%).